This data is from the Open Reaction Database (ORD), a public repository of structured organic reaction records. The task is: describe an organic reaction: reactants, conditions, products, and yield Starting materials: CC1(OCCO1)C1=CC=C(O1)CN1N=CC(=N1)N (2-[5-(2-methyl-[1,3]dioxolan-2-yl)-furan-2-ylmethyl]-2H-[1,2,3]triazol-4-ylamine), COC=1C=C(C=CC1)C1=C(N=C(O1)C)C(=O)O (5-(3-methoxy-phenyl)-2-methyl-oxazole-4-carboxylic acid). Procedure: Following general procedure A followed by either B or C, starting from 2-[5-(2-methyl-[1,3]dioxolan-2-yl)-furan-2-ylmethyl]-2H-[1,2,3]triazol-4-ylamine and 5-(3-methoxy-phenyl)-2-methyl-oxazole-4-carboxylic acid. The product is C(C)(=O)C1=CC=C(O1)CN1N=CC(=N1)NC(=O)C=1N=C(OC1C1=CC(=CC=C1)OC)C (5-(3-Methoxy-phenyl)-2-methyl-oxazole-4-carboxylic acid [2-(5-acetyl-furan-2-ylmethyl)-2H-[1,2,3]triazol-4-yl]-amide). As a reaction SMILES: [CH3:1][C:2]1([C:7]2[O:11][C:10]([CH2:12][N:13]3[N:17]=[C:16]([NH2:18])[CH:15]=[N:14]3)=[CH:9][CH:8]=2)[O:6]CCO1.[CH3:19][O:20][C:21]1[CH:22]=[C:23]([C:27]2[O:31][C:30]([CH3:32])=[N:29][C:28]=2[C:33](O)=[O:34])[CH:24]=[CH:25][CH:26]=1>>[C:2]([C:7]1[O:11][C:10]([CH2:12][N:13]2[N:17]=[C:16]([NH:18][C:33]([C:28]3[N:29]=[C:30]([CH3:32])[O:31][C:27]=3[C:23]3[CH:24]=[CH:25][CH:26]=[C:21]([O:20][CH3:19])[CH:22]=3)=[O:34])[CH:15]=[N:14]2)=[CH:9][CH:8]=1)(=[O:6])[CH3:1].